Task: describe an organic reaction: reactants, conditions, products, and yield. Dataset: the Open Reaction Database (ORD), a public repository of structured organic reaction records Starting materials: C(C(=O)O)(=O)O.CN(C(CN)=O)CC=1C=C(C=CC1)C1=CC=C(C=C1)N1CCOCC1 (N-methyl-N-{[4′-(morpholin-4-yl)biphenyl-3-yl]methyl}glycinamide oxalate), C(O)([O-])=O.[Na+] (sodium hydrogen carbonate). The solvent is C(Cl)(Cl)Cl (CHCl3). Run at time 10 minute. Product: C(CCC(=O)O)(=O)O.CN(C(CN)=O)CC=1C=C(C=CC1)C1=CC=C(C=C1)N1CCOCC1.CN(C(CN)=O)CC=1C=C(C=CC1)C1=CC=C(C=C1)N1CCOCC1 (N-methyl-N-{[4′-(morpholin-4-yl)biphenyl-3-yl]methyl}glycinamide hemisuccinate). Reaction SMILES: [C:1](O)(=O)[C:2]([OH:4])=[O:3].[CH3:7][N:8]([CH2:13][C:14]1[CH:15]=[C:16]([C:20]2[CH:25]=[CH:24][C:23]([N:26]3[CH2:31][CH2:30][O:29][CH2:28][CH2:27]3)=[CH:22][CH:21]=2)[CH:17]=[CH:18][CH:19]=1)[C:9](=[O:12])[CH2:10][NH2:11].C(=O)([O-])[OH:33].[Na+]>C(Cl)(Cl)Cl>[C:30]([OH:33])(=[O:29])[CH2:31][CH2:1][C:2]([OH:4])=[O:3].[CH3:7][N:8]([CH2:13][C:14]1[CH:15]=[C:16]([C:20]2[CH:25]=[CH:24][C:23]([N:26]3[CH2:31][CH2:30][O:29][CH2:28][CH2:27]3)=[CH:22][CH:21]=2)[CH:17]=[CH:18][CH:19]=1)[C:9](=[O:12])[CH2:10][NH2:11].[CH3:7][N:8]([CH2:13][C:14]1[CH:15]=[C:16]([C:20]2[CH:25]=[CH:24][C:23]([N:26]3[CH2:31][CH2:30][O:29][CH2:28][CH2:27]3)=[CH:22][CH:21]=2)[CH:17]=[CH:18][CH:19]=1)[C:9](=[O:12])[CH2:10][NH2:11] |f:0.1,2.3,5.6.7|. Procedure details: To N-methyl-N-{[4′-(morpholin-4-yl)biphenyl-3-yl]methyl}glycinamide oxalate (100 mg) were added CHCl3 (10 ml) and a saturated aqueous sodium hydrogen carbonate solution (10 ml), followed by stirring for 10 minutes. The aqueous layer was extracted with chloroform (10 ml). The combined organic layer was dried over anhydrous sodium sulfate, and then concentrated under reduced pressure. The residue was dissolved in EtOH (2 ml), and succinic acid was added thereto, followed by stirring for 3 hours. T... The reactants are NC1=NC=C(C(=N1)Cl)C#N (2-amino-4-chloropyrimidine-5-carbonitrile), CCN(C(C)C)C(C)C (DIPEA), FC=1C=CC2=C(N(C(=N2)[C@H](C)N)C=2C=NC=C(C2)F)C1 ((S)-1-[6-fluoro-1-(5-fluoropyridin-3-yl)-1H-benzoimidazol-2-yl]-ethylamine). Solvent: CC(C)O (IPA), CO (MeOH). The product is NC1=NC=C(C(=N1)N[C@@H](C)C1=NC2=C(N1C=1C=NC=C(C1)F)C=C(C=C2)F)C#N (2-Amino-4-{(S)-1-[6-fluoro-1-(5-fluoro-pyridin-3-yl)-1H-benzoimidazol-2-yl]-ethylamino}-pyrimidine-5-carbonitrile). Isolated yield 57.0%. As a reaction SMILES: [F:1][C:2]1[CH:3]=[CH:4][C:5]2[N:9]=[C:8]([C@@H:10]([NH2:12])[CH3:11])[N:7]([C:13]3[CH:14]=[N:15][CH:16]=[C:17]([F:19])[CH:18]=3)[C:6]=2[CH:20]=1.[NH2:21][C:22]1[N:27]=[C:26](Cl)[C:25]([C:29]#[N:30])=[CH:24][N:23]=1.CCN(C(C)C)C(C)C>CC(O)C.CO>[NH2:21][C:22]1[N:27]=[C:26]([NH:12][C@H:10]([C:8]2[N:7]([C:13]3[CH:14]=[N:15][CH:16]=[C:17]([F:19])[CH:18]=3)[C:6]3[CH:20]=[C:2]([F:1])[CH:3]=[CH:4][C:5]=3[N:9]=2)[CH3:11])[C:25]([C:29]#[N:30])=[CH:24][N:23]=1. Procedure: A mixture of (S)-1-[6-fluoro-1-(5-fluoropyridin-3-yl)-1H-benzoimidazol-2-yl]-ethylamine.2HCl (118 mg, 0.34 mmol), 2-amino-4-chloropyrimidine-5-carbonitrile (40 mg, 0.26 mmol) and DIPEA (222 μL, 1.29 mmol) in IPA (0.75 mL) was heated at 90° C. in a sealed vial for 18 h. After cooling to RT, the reaction mixture was diluted with MeOH and loaded into an Isolute® SCX-2 cartridge. The cartridge was washed with MeOH followed by 2M NH3/MeOH. The basic fractions were combined, concentrated in vacuo and ... Starting materials: C(#N)C=1C=C(C2=CC=C(C=C2C1)SCC[Si](C)(C)C)C1=COC=C1 (3-Cyano-1-(furan-3-yl)-6-[2-trimethylsilylethylthio]naphthalene), [N+](CCCC)(CCCC)(CCCC)CCCC.[F-] (n-Bu4NF). Solvent: CN(C)C=O (DMF), Cl (HCl), C1CCOC1 (THF). Conditions: time 1.5 hour. Product: C(#N)C=1C=C(C2=CC=C(C=C2C1)S)C1=COC=C1 (3-Cyano-1-(furan-3-yl)-6-naphthalenethiol). Isolated yield 82.4%. As a reaction SMILES: [C:1]([C:3]1[CH:4]=[C:5]([C:20]2[CH:24]=[CH:23][O:22][CH:21]=2)[C:6]2[C:11]([CH:12]=1)=[CH:10][C:9]([S:13]CC[Si](C)(C)C)=[CH:8][CH:7]=2)#[N:2].[N+](CCCC)(CCCC)(CCCC)CCCC.[F-]>CN(C=O)C.C1COCC1.Cl>[C:1]([C:3]1[CH:4]=[C:5]([C:20]2[CH:24]=[CH:23][O:22][CH:21]=2)[C:6]2[C:11]([CH:12]=1)=[CH:10][C:9]([SH:13])=[CH:8][CH:7]=2)#[N:2] |f:1.2|. Procedure details: The product from Step 1 (1.8 g) was dissolved in DMF (40 mL) and there was added n-Bu4NF (1M) in THF (15 mL). The resulting mixture was stirred at r.t. for 1.5 h, diluted with 1N aqueous HCl (40 mL) then H2O (300 mL) and filtered to afford the title thiol (1.06 g) as a light orange solid m.p.: 144°-146° C. Starting materials: semicarbazone, hydrazone, CC(CC=O)(C)C (3,3-dimethylbutyraldehyde), CC(C)(C)CCN[C@@H](CC(=O)O)C(=O)N[C@@H](CC1=CC=CC=C1)C(=O)OC (neotame), CC(CC=O)(C)C (3,3-dimethylbutyraldehyde), oxime. Product: COC(=O)[C@H](CC=1C=CC=CC1)NC(=O)[C@H](CC(=O)O)N (aspartame), CC(C)(C)CCN[C@@H](CC(=O)O)C(=O)N[C@@H](CC1=CC=CC=C1)C(=O)OC (neotame). RXN SMILES: [CH3:1][C:2]([CH2:5][CH2:6][NH:7][C@H:8]([C:13]([NH:15][C@H:16]([C:24]([O:26][CH3:27])=[O:25])[CH2:17][C:18]1[CH:23]=[CH:22][CH:21]=[CH:20][CH:19]=1)=[O:14])[CH2:9][C:10]([OH:12])=[O:11])([CH3:4])[CH3:3].CC(C)(C)CC=O>>[CH3:27][O:26][C:24]([C@@H:16]([NH:15][C:13]([C@@H:8]([NH2:7])[CH2:9][C:10]([OH:12])=[O:11])=[O:14])[CH2:17][C:18]1[CH:19]=[CH:20][CH:21]=[CH:22][CH:23]=1)=[O:25].[CH3:4][C:2]([CH2:5][CH2:6][NH:7][C@H:8]([C:13]([NH:15][C@H:16]([C:24]([O:26][CH3:27])=[O:25])[CH2:17][C:18]1[CH:23]=[CH:22][CH:21]=[CH:20][CH:19]=1)=[O:14])[CH2:9][C:10]([OH:12])=[O:11])([CH3:1])[CH3:3]. Procedure details: In a third embodiment of the present invention, neotame is synthesized by regenerating 3,3-dimethylbutyraldehyde from a hydrazone, semicarbazone or oxime of 3,3-dimethylbutyraldehyde by acidic hydrolysis or by oxidative cleavage in a solvent or a mixture of solvents and then adding aspartame under hydrogenation conditions with a catalyst to produce neotame. Solvent: CN(C=O)C (N,N-dimethylformamide). Run at time 15 hour. Product: C1(=CC=CC=C1)C(OC1CCN(CC1)CCCNC=1C=CC=2N(N1)C(N(N2)COC(C(C)(C)C)=O)=O)C2=CC=CC=C2 (6-[3-[4-(Diphenylmethoxy)piperidino]propylamino]-2-(pivaloyloxymethyl)[1,2,4]triazolo[4,3-b]pyridazin-3(2H)-one). As a reaction SMILES: [C:1]1([CH:7]([C:29]2[CH:34]=[CH:33][CH:32]=[CH:31][CH:30]=2)[O:8][CH:9]2[CH2:14][CH2:13][N:12]([CH2:15][CH2:16][CH2:17][NH:18][C:19]3[CH:20]=[CH:21][C:22]4[N:23]([C:25](=[O:28])[NH:26][N:27]=4)[N:24]=3)[CH2:11][CH2:10]2)[CH:6]=[CH:5][CH:4]=[CH:3][CH:2]=1.C(=O)([O-])[O-].[K+].[K+].[C:41]([O:47][CH2:48]Cl)(=[O:46])[C:42]([CH3:45])([CH3:44])[CH3:43]>CN(C)C=O>[C:29]1([CH:7]([C:1]2[CH:6]=[CH:5][CH:4]=[CH:3][CH:2]=2)[O:8][CH:9]2[CH2:10][CH2:11][N:12]([CH2:15][CH2:16][CH2:17][NH:18][C:19]3[CH:20]=[CH:21][C:22]4[N:23]([C:25](=[O:28])[N:26]([CH2:48][O:47][C:41](=[O:46])[C:42]([CH3:45])([CH3:44])[CH3:43])[N:27]=4)[N:24]=3)[CH2:13][CH2:14]2)[CH:34]=[CH:33][CH:32]=[CH:31][CH:30]=1 |f:1.2.3|. Reported procedure: 0.560 g of 6-[3-[4-(diphenylmethoxy)piperidino]propylamino][1,2,4]triazolo[4,3-b]pyridazin-3(2H)-one was suspended in 3 ml of N,N-dimethylformamide; 0.210 g of potassium carbonate and 0.220 ml of chloromethyl pivalate were added, followed by stirring at room temperature for 15 hours. After ice water was added, the reaction mixture was extracted with ethyl acetate; the extract was washed with saline and dried over magnesium sulfate. After concentration under reduced pressure, the residue was subj... Starting materials: C1(=CC=CC=C1)C(OC1CCN(CC1)CCCNC=1C=CC=2N(N1)C(NN2)=O)C2=CC=CC=C2 (6-[3-[4-(diphenylmethoxy)piperidino]propylamino][1,2,4]triazolo[4,3-b]pyridazin-3(2H)-one), ice water, C([O-])([O-])=O.[K+].[K+] (potassium carbonate), C(C(C)(C)C)(=O)OCCl (chloromethyl pivalate).